From a dataset of the Open Reaction Database (ORD), a public repository of structured organic reaction records. describe an organic reaction: reactants, conditions, products, and yield Starting materials: O.O.C(C)(C)(C)OC(=O)N[C@@H](CC1CCCCC1)C(=O)O (N-t-butoxycarbonyl-β-cyclohexyl-L-alanine dihydrate), NCCN1CCCCC1 (1-(aminoethyl)piperidine), O.ON1N=NC2=C1C=CC=C2 (1-hydroxybenzotriazole hydrate), C1(CCCCC1)N=C=NC1CCCCC1 (N,N′-dicyclohexylcarbodiimide). Run in O1CCCC1 (tetrahydrofuran). The product is N1(CCCCC1)CCNC([C@@H](NC(=O)OC(C)(C)C)CC1CCCCC1)=O (N-t-butoxycarbonyl-β-cyclohexyl-L-alanine 2-(1-piperidinyl)ethyl amide), oil. Yield: 96.0%. Reaction SMILES: O.O.[C:3]([O:7][C:8]([NH:10][C@H:11]([C:19]([OH:21])=O)[CH2:12][CH:13]1[CH2:18][CH2:17][CH2:16][CH2:15][CH2:14]1)=[O:9])([CH3:6])([CH3:5])[CH3:4].[NH2:22][CH2:23][CH2:24][N:25]1[CH2:30][CH2:29][CH2:28][CH2:27][CH2:26]1.O.ON1C2C=CC=CC=2N=N1.C1(N=C=NC2CCCCC2)CCCCC1>O1CCCC1>[N:25]1([CH2:24][CH2:23][NH:22][C:19](=[O:21])[C@H:11]([CH2:12][CH:13]2[CH2:14][CH2:15][CH2:16][CH2:17][CH2:18]2)[NH:10][C:8]([O:7][C:3]([CH3:4])([CH3:5])[CH3:6])=[O:9])[CH2:30][CH2:29][CH2:28][CH2:27][CH2:26]1 |f:0.1.2,4.5|. Procedure: To a solution of 200.5 mg of N-t-butoxycarbonyl-β-cyclohexyl-L-alanine dihydrate (0.652 mmol) in tetrahydrofuran (1.5 mL), 101.7 mg of 1-(aminoethyl)piperidine (0.793 mmol), 89.7 mg of 1-hydroxybenzotriazole hydrate (0.664 mmol), and 146.1 mg of N,N′-dicyclohexylcarbodiimide (0.708 mmol) were added with stirring under ice cooling. The reaction mixture was stirred for 1 hour under ice cooling and for 1 hour at room temperature, and then concentrated under reduced pressure. Ethyl acetate (1 mL) wa... Starting materials: Br, O=C(O)C12CC3CC(CC(C3)C1)C2, COCCn1cc(C)sc1=N. Yields the product COCCn1cc(C)sc1=NC(=O)C12CC3CC(CC(C3)C1)C2. Reaction SMILES: [BrH:1].[C:13]12([C:23](=[O:24])[OH:25])[CH2:14][CH:15]3[CH2:16][CH:17]([CH2:18][CH:19]([CH2:20]1)[CH2:21]3)[CH2:22]2.[CH3:2][O:3][CH2:4][CH2:5][n:6]1[c:7](=[NH:12])[s:8][c:9]([CH3:11])[cH:10]1>>[CH3:2][O:3][CH2:4][CH2:5][n:6]1[c:7](=[N:12][C:23]([C:13]23[CH2:14][CH:15]4[CH2:16][CH:17]([CH2:18][CH:19]([CH2:20]2)[CH2:21]4)[CH2:22]3)=[O:24])[s:8][c:9]([CH3:11])[cH:10]1.